Task: describe an organic reaction: reactants, conditions, products, and yield. Dataset: the Open Reaction Database (ORD), a public repository of structured organic reaction records The reactants are BrC1=C(C=C(C=C1)Cl)[N+](=O)[O-] (1-Bromo-4-chloro-2-nitro-benzene), C(=O)([O-])[O-].[K+].[K+] (K2CO3), COC(C1=CC(=CC=C1)O)=O (3-Hydroxy-benzoic acid methyl ester). Run in CN(C)C=O (DMF), O (water). Conditions: temperature 100 celsius. The product is COC(C1=CC(=CC=C1)OC1=C(C=C(C=C1)Cl)[N+](=O)[O-])=O (3-(4-Chloro-2-nitro-phenoxy)-benzoic acid methyl ester). RXN SMILES: Br[C:2]1[CH:7]=[CH:6][C:5]([Cl:8])=[CH:4][C:3]=1[N+:9]([O-:11])=[O:10].C([O-])([O-])=O.[K+].[K+].[CH3:18][O:19][C:20](=[O:28])[C:21]1[CH:26]=[CH:25][CH:24]=[C:23]([OH:27])[CH:22]=1>CN(C=O)C.O>[CH3:18][O:19][C:20](=[O:28])[C:21]1[CH:26]=[CH:25][CH:24]=[C:23]([O:27][C:2]2[CH:7]=[CH:6][C:5]([Cl:8])=[CH:4][C:3]=2[N+:9]([O-:11])=[O:10])[CH:22]=1 |f:1.2.3|. Procedure details: 1-Bromo-4-chloro-2-nitro-benzene (7.00 g, 29.60 mmol) was dissolved in DMF to which K2CO3 (5.11 g, 37.01 mmol) and 3-Hydroxy-benzoic acid methyl ester (4.95 g, 32.57 mmol) were added. The reaction mixture was then heated to 100° C. for 2 h the reaction mixture was cooled to room temperature and diluted with water and extracted with ethyl acetate. Solvent dried over Na2SO4, filtered and concentrated under vacuum giving the title compound. (7.2 g, 79%) The reactants are C(C(=O)Cl)(=O)Cl (Oxalyl chloride), C(C)(C)(C)C1=CC(=C(C(=O)O)C=C1)F (4-tert-butyl-2-fluorobenzoic acid), N (ammonia). The solvent is C1CCOC1 (THF). Reaction conditions: time 1 hour. Yields the product C(C)(C)(C)C1=CC(=C(C(=O)N)C=C1)F (4-tert-butyl-2-fluorobenzamide). Reaction SMILES: C(Cl)(=O)C(Cl)=O.[C:7]([C:11]1[CH:19]=[CH:18][C:14]([C:15](O)=[O:16])=[C:13]([F:20])[CH:12]=1)([CH3:10])([CH3:9])[CH3:8].[NH3:21]>C1COCC1>[C:7]([C:11]1[CH:19]=[CH:18][C:14]([C:15]([NH2:21])=[O:16])=[C:13]([F:20])[CH:12]=1)([CH3:10])([CH3:9])[CH3:8]. Reported procedure: Oxalyl chloride was added to a THF solution of 4-tert-butyl-2-fluorobenzoic acid and stirred for 1 hour, and aqueous ammonia was added to this. By post-treating the reaction liquid, 4-tert-butyl-2-fluorobenzamide was obtained. Starting materials: ClC(Cl)Cl, [Cl-], [Na+], O, CCOC(=O)C(=NO)C(C)=O, O=S(=O)(Cl)Cl. The product is CCOC(=O)C(=NO)C(=O)CCl. As a reaction SMILES: [CH:20]([Cl:21])([Cl:22])[Cl:23].[Cl-:19].[Na+:18].[OH2:17].[OH:1][N:2]=[C:3]([C:4](=[O:5])[O:6][CH2:7][CH3:8])[C:9]([CH3:10])=[O:11].[S:12]([Cl:13])(=[O:14])([Cl:15])=[O:16]>>[OH:1][N:2]=[C:3]([C:4](=[O:5])[O:6][CH2:7][CH3:8])[C:9]([CH2:10][Cl:15])=[O:11]. Reactants: N1CCOCC1 (Morpholine), C(C)(C)(C)C1=CC=C(NC2=CC=C(OC3=CC=NC4=CC(=C(C=C34)OC)O)C=C2)C=C1 (4-{4-[4-(tert-butyl)anilino]phenoxy}-6-methoxy-7-quinolinol), C(C)(C)(C)C1=CC=C(NC2=CC=C(OC3=CC=NC4=CC(=C(C=C34)OC)O)C=C2)C=C1 (4-{4-[4-(tert-butyl)anilino]phenoxy}-6-methoxy-7-quinolinol), C([O-])([O-])=O.[K+].[K+] (Potassium carbonate), p-toluenesulfonic acid (2S)-(+)-glycidyl, O (Water), C(C)(=O)OCC (ethyl acetate). Run in CN(C=O)C (N,N-dimethylformamide). Reaction conditions: time 8 hour. Yields the product C(C)(C)(C)C1=CC=C(C=C1)NC1=CC=C(OC2=CC=NC3=CC(=C(C=C23)OC)OC[C@H](CN2CCOCC2)O)C=C1 ((s)-1-{4-[4-(4-Tert-butylphenylamino)phenoxy]-6-methoxyquinolin-7-yloxy}-3-morpholin-4-ylpropan-2-ol). Isolated yield 64.0%. As a reaction SMILES: [C:1]([C:5]1[CH:31]=[CH:30][C:8]([NH:9][C:10]2[CH:29]=[CH:28][C:13]([O:14][C:15]3[C:24]4[C:19](=[CH:20][C:21]([OH:27])=[C:22]([O:25][CH3:26])[CH:23]=4)[N:18]=[CH:17][CH:16]=3)=[CH:12][CH:11]=2)=[CH:7][CH:6]=1)([CH3:4])([CH3:3])[CH3:2].[C:32](=O)([O-])[O-].[K+].[K+].[NH:38]1[CH2:43][CH2:42][O:41][CH2:40][CH2:39]1.O.C([O:48][CH2:49][CH3:50])(=O)C>CN(C)C=O>[C:1]([C:5]1[CH:31]=[CH:30][C:8]([NH:9][C:10]2[CH:29]=[CH:28][C:13]([O:14][C:15]3[C:24]4[C:19](=[CH:20][C:21]([O:27][CH2:32][C@@H:49]([OH:48])[CH2:50][N:38]5[CH2:43][CH2:42][O:41][CH2:40][CH2:39]5)=[C:22]([O:25][CH3:26])[CH:23]=4)[N:18]=[CH:17][CH:16]=3)=[CH:12][CH:11]=2)=[CH:7][CH:6]=1)([CH3:4])([CH3:2])[CH3:3] |f:1.2.3|. Procedure details: 4-[4-(4-Tert-butylphenylamino)phenoxy]-6-methoxyquinolin-7-ol (compound 21) (210 mg) was dissolved in N,N-dimethylformamide (10 ml) to prepare a solution. Potassium carbonate (500 mg) and p-toluenesulfonic acid (2S)-(+)-glycidyl (0.31 g) were then added to the solution, and the mixture was stirred at room temperature overnight. Morpholine (0.5 ml) was added to the reaction solution, and the mixture was stirred at 70° C. for additional 9 hr. Water and ethyl acetate were added to the reaction solu...